From a dataset of the Open Reaction Database (ORD), a public repository of structured organic reaction records. describe an organic reaction: reactants, conditions, products, and yield RXN SMILES: [C:1]1([N:7]2[CH2:11][CH2:10][CH2:9][CH2:8]2)[CH:6]=[CH:5][CH:4]=[CH:3][CH:2]=1.[CH3:12][O:13][C:14](=[O:19])[CH:15]=[CH:16][CH:17]=[O:18].C([C@@H]1N[C@H](C(C)(C)C)N(C)C1=O)C1C=CC=CC=1>>[CH3:12][O:13][C:14](=[O:19])[C@@H:15]([C:4]1[CH:5]=[CH:6][C:1]([N:7]2[CH2:11][CH2:10][CH2:9][CH2:8]2)=[CH:2][CH:3]=1)[CH2:16][CH:17]=[O:18]. Product: COC([C@H](CC=O)C1=CC=C(C=C1)N1CCCC1)=O ((R)-4-oxo-2-(4-pyrrolidin-1-yl-phenyl)-butyric acid methyl ester). The reactants are C(C1=CC=CC=C1)[C@H]1C(N([C@H](N1)C(C)(C)C)C)=O ((2S,5S)-5-benzyl-2-tert-butyl-3-methylimidazolidin-4-one), C1(=CC=CC=C1)N1CCCC1 (1-phenyl-pyrrolidine), COC(C=CC=O)=O (4-oxo-butenoic acid methyl ester), hydrochloride salt. Reported procedure: This example describes a Friedel-Crafts alkylation reaction of 1-phenyl-pyrrolidine and 4-oxo-butenoic acid methyl ester, catalyzed by the hydrochloride salt of (1), to provide (R)-4-oxo-2-(4-pyrrolidin-1-yl-phenyl)-butyric acid methyl ester.